Dataset: the Open Reaction Database (ORD), a public repository of structured organic reaction records. Task: describe an organic reaction: reactants, conditions, products, and yield Starting materials: OC1=CC=C(C=C1)C(C)(C)C1=CC=C(C=C1)O (2,2-bis-(4-hydroxyphenyl)-propane), OC1=CC=C(C=C1)C1(CC(CC(C1)C)(C)C)C1=CC=C(C=C1)O (1,1-bis-(4-hydroxyphenyl)-3,3,5-trimethyl-cyclohexane). The product is OC1=CC=C(C=C1)C1(CC(CCC1)C)C1=CC=C(C=C1)O (1,1 -bis-(4-hydroxyphenyl)-3-methylcyclohexane). Reaction SMILES: OC1C=CC(C(C2C=CC(O)=CC=2)(C)C)=CC=1.[OH:18][C:19]1[CH:24]=[CH:23][C:22]([C:25]2([C:34]3[CH:39]=[CH:38][C:37]([OH:40])=[CH:36][CH:35]=3)[CH2:30][CH:29](C)[CH2:28][C:27](C)([CH3:32])[CH2:26]2)=[CH:21][CH:20]=1>>[OH:18][C:19]1[CH:20]=[CH:21][C:22]([C:25]2([C:34]3[CH:35]=[CH:36][C:37]([OH:40])=[CH:38][CH:39]=3)[CH2:30][CH2:29][CH2:28][CH:27]([CH3:32])[CH2:26]2)=[CH:23][CH:24]=1. Procedure details: 2,2-bis-(4-hydroxyphenyl)-propane and 1,1-bis-(4-hydroxyphenyl)-3,3,5-trimethyl-cyclohexane are particularly preferred. The reactants are ClC1=C(N)C(=CC=C1)Cl (2,6-dichloroaniline), [OH-].[K+] (potassium hydroxide), S(O)(O)(=O)=O (sulfuric acid), ClC1=C(N)C(=CC=C1)Cl (2,6-dichloroaniline), OO (hydrogen peroxide). The reagents and catalysts are O.O.[O-][W](=O)(=O)[O-].[Na+].[Na+] (sodium tungstate dihydrate). Run in CO (methanol), CO (methanol), O (water), C1(=CC=CC=C1)C (toluene). Run at temperature 40 celsius, time 9 hour. Yields the product ClC1=C(C(=CC=C1)Cl)[N+](=O)[O-] (2,6-dichloronitrobenzene). Isolated yield 92.0%. Reaction SMILES: S(=O)(=O)(O)[OH:2].[Cl:6][C:7]1[CH:13]=[CH:12][CH:11]=[C:10]([Cl:14])[C:8]=1[NH2:9].OO.[OH-:17].[K+]>CO.O.O.[O-][W]([O-])(=O)=O.[Na+].[Na+].O.C1(C)C=CC=CC=1>[Cl:6][C:7]1[CH:13]=[CH:12][CH:11]=[C:10]([Cl:14])[C:8]=1[N+:9]([O-:2])=[O:17] |f:3.4,6.7.8.9.10|. Procedure: 1.32 g (4.0 mmol) of sodium tungstate dihydrate and 4.0 g (40 mmol) of concentrated sulfuric acid were added to a solution of 16.2 g (100 mmol) of 2,6-dichloroaniline in 120 ml of methanol, and the mixture was heated to 40° C. 30 ml (291 mmol) of a 30% hydrogen peroxide solution was added dropwise over 10 hours. The pH value at this time was 0.5. After the completion of the dropwise addition, the mixture was stirred at 40° C. for 9 hours. After the disappearance of the 2,6-dichloroaniline was co...